Dataset: the Open Reaction Database (ORD), a public repository of structured organic reaction records. Task: describe an organic reaction: reactants, conditions, products, and yield Reactants: Cl(=O)[O-].[Na+] (sodium chlorite), P(=O)(O)(O)[O-].[Na+] (sodium dihydrogen orthophosphate), C(=O)C1=C(N(C2=CC=CC=C12)CC1=CC(=C(C=C1)Cl)Cl)C(=O)OCC (ethyl 3-formyl-N-(3,4-dichlorobenzyl)indole-2-carboxylate), CC(C)=CC (2-methylbut-2-ene). Solvent: O (water), C(C)(C)(C)O (tert-butyl alcohol). Conditions: time 8 hour. The product is ClC=1C=C(CN2C(=C(C3=CC=CC=C23)C(=O)OCC)C(=O)OCC)C=CC1Cl (Ethyl N-(3,4-dichlorobenzyl)-2-ethoxycarbonylindole-3-carboxylate). Yield: 92.0%. RXN SMILES: Cl([O-])=O.[Na+].P([O-])(O)(O)=[O:6].[Na+].[CH:11]([C:13]1[C:21]2[C:16](=[CH:17][CH:18]=[CH:19][CH:20]=2)[N:15]([CH2:22][C:23]2[CH:28]=[CH:27][C:26]([Cl:29])=[C:25]([Cl:30])[CH:24]=2)[C:14]=1[C:31]([O:33][CH2:34][CH3:35])=[O:32])=[O:12].CC(=[CH:39][CH3:40])C>O.C(O)(C)(C)C>[Cl:30][C:25]1[CH:24]=[C:23]([CH:28]=[CH:27][C:26]=1[Cl:29])[CH2:22][N:15]1[C:16]2[C:21](=[CH:20][CH:19]=[CH:18][CH:17]=2)[C:13]([C:11]([O:6][CH2:39][CH3:40])=[O:12])=[C:14]1[C:31]([O:33][CH2:34][CH3:35])=[O:32] |f:0.1,2.3|. Procedure details: A mixture of sodium chlorite (3.39 g) and sodium dihydrogen orthophosphate (4.54 g) in water (50 ml) was added dropwise to a stirred solution of ethyl 3-formyl-N-(3,4-dichlorobenzyl)indole-2-carboxylate (1.56 g) and 2-methylbut-2-ene (50 ml) in tert-butyl alcohol (100 ml) at ambient temperature and reaction stirred vigorously overnight. The reaction mixture was concentrated in vacuo and the residue dissolved in dichloromethane (100 ml), washed with water (100 ml), dried (MgSO4) and concentrated ... Starting materials: Cl (HCl), [OH-].[NH4+] (ammonium hydroxide), C[Mg]Br (methyl magnesium bromide), FC1=CC=C(C=N1)C=O (6-fluoro-pyridine-3-carbaldehyde). Run in C1CCOC1 (THF), C(Cl)(Cl)Cl.C(C)(C)O (chloroform isopropanol). Reaction conditions: time 8 hour. Product: FC1=CC=C(C=N1)C(C)O (1-(6-Fluoro-pyridin-3-yl)-ethanol). Yield: 67.9%. Reaction SMILES: [CH3:1][Mg]Br.[F:4][C:5]1[N:10]=[CH:9][C:8]([CH:11]=[O:12])=[CH:7][CH:6]=1.Cl.[OH-].[NH4+]>C1COCC1.C(Cl)(Cl)Cl.C(O)(C)C>[F:4][C:5]1[N:10]=[CH:9][C:8]([CH:11]([OH:12])[CH3:1])=[CH:7][CH:6]=1 |f:3.4,6.7|. Procedure: Add methyl magnesium bromide (3 M in ether, 12 mL, 36 mmol) at 0° C. under nitrogen to a solution of 6-fluoro-pyridine-3-carbaldehyde (3 g, 24 mmol) in THF (20 mL). Continue to stir the mixture for overnight at room temperature. Hydrolyze the mixture with 1 N HCl and follow the basification with diluted ammonium hydroxide to ˜pH 9. Abstract the product with chloroform/isopropyl alcohol (3/1). Dry over sodium sulfate. Concentrate the solution in vacuo to yellow oil. Purify by column chromatograph... Reactants: ClC1=C2C(=NC=C1C(=O)OCC)C=NN2 (ethyl 7-chloro-1H-pyrazolo[4,3-b]pyridine-6-carboxylate), CCCCCN (n-amylamine). Yields the product C(CCCC)NC1=C2C(=NC=C1C(=O)OCC)C=NN2 (Ethyl 7-Amylamino-1H-pyrazolo[4,3-b]pyridine-6-carboxylate). Reaction SMILES: Cl[C:2]1[C:7]([C:8]([O:10][CH2:11][CH3:12])=[O:9])=[CH:6][N:5]=[C:4]2[CH:13]=[N:14][NH:15][C:3]=12.[CH3:16][CH2:17][CH2:18][CH2:19][CH2:20][NH2:21]>>[CH2:20]([NH:21][C:2]1[C:7]([C:8]([O:10][CH2:11][CH3:12])=[O:9])=[CH:6][N:5]=[C:4]2[CH:13]=[N:14][NH:15][C:3]=12)[CH2:19][CH2:18][CH2:17][CH3:16]. Procedure: The above compound was prepared from ethyl 7-chloro-1H-pyrazolo[4,3-b]pyridine-6-carboxylate and n-amylamine in an analogous manner to the preparation of Example 2 giving a pale yellow solid, m.p. 153°-155° C. Procedure: The resulting compound and 7-(1-ethylpiperazin-4-yl)-5-bromothieno[2,3-c]pyridine (0.29 g) were reactedin the same manner as in Example 300-4, to give a reaction solution containing 7-(4-ethylpiperazin-1-yl)-5-[4-[3-(tetrahydropyran-2-yl)oxypropoxy]phenyl]thieno[2,3-c]pyridine. Ethyl acetate and 2N hydrochloric acid were added to the reaction solution, and the resulting insoluble matters were filtered off. The aqueous layer was separated, while the organic layer was extracted with 2N hydrochlori... Yields the product Cl.Cl.C(C)N1CCN(CC1)C=1N=C(C=C2C1SC=C2)C2=CC=C(C=C2)OCCCO (7-(4-ethylpiperazin-1-yl)-5-[4-(3-hydroxypropoxy)phenyl]thieno[2,3-c]pyridine dihydrochloride). The solvent is C(C)(=O)OCC (Ethyl acetate). RXN SMILES: C(N1CCN(C2N=C(Br)C=C3C=CSC=23)CC1)C.[CH2:19]([N:21]1[CH2:26][CH2:25][N:24]([C:27]2[N:28]=[C:29]([C:36]3[CH:41]=[CH:40][C:39]([O:42][CH2:43][CH2:44][CH2:45][O:46]C4CCCCO4)=[CH:38][CH:37]=3)[CH:30]=[C:31]3[CH:35]=[CH:34][S:33][C:32]=23)[CH2:23][CH2:22]1)[CH3:20].[ClH:53]>C(OCC)(=O)C>[ClH:53].[ClH:53].[CH2:19]([N:21]1[CH2:26][CH2:25][N:24]([C:27]2[N:28]=[C:29]([C:36]3[CH:41]=[CH:40][C:39]([O:42][CH2:43][CH2:44][CH2:45][OH:46])=[CH:38][CH:37]=3)[CH:30]=[C:31]3[CH:35]=[CH:34][S:33][C:32]=23)[CH2:23][CH2:22]1)[CH3:20] |f:4.5.6|. Reactants: C(C)N1CCN(CC1)C=1N=C(C=C2C1SC=C2)Br (7-(1-ethylpiperazin-4-yl)-5-bromothieno[2,3-c]pyridine), Cl (hydrochloric acid), C(C)N1CCN(CC1)C=1N=C(C=C2C1SC=C2)C2=CC=C(C=C2)OCCCOC2OCCCC2 (7-(4-ethylpiperazin-1-yl)-5-[4-[3-(tetrahydropyran-2-yl)oxypropoxy]phenyl]thieno[2,3-c]pyridine). Reactants: Br.BrCC1=NC=CC=C1 (2-(bromomethyl)pyridine hydrobromide), 5,6-dihydrospiro[benzo[1,2-b:5,4-b′]difuran-3,3′-indol]-2″(1′H)-one, BrCC1OCCCC1 (2-(bromomethyl)tetrahydro-2H-pyran), O(C1=CC=CC=C1)C1=CC=C(C=C1)C1=C2C3(C(NC2=CC=C1)=O)COC1=CC2=C(OCCO2)C=C13 (4′-(4-phenoxyphenyl)-2,3-dihydrospiro[furo[2,3-g][1,4]benzodioxine-8,3′-indol]-2′(1′H)-one). The product is O(C1=CC=CC=C1)C1=CC=C(C=C1)C1=C2C3(C(N(C2=CC=C1)CC1=NC=CC=C1)=O)COC1=CC2=C(OCCO2)C=C13 (4′-(4-phenoxyphenyl)-1′-(pyridin-2-ylmethyl)-2,3-dihydrospiro[furo[2,3-g][1,4]benzodioxine-8,3′-indol]-2′(1′H)-one). Reaction SMILES: Br.Br[CH2:3][C:4]1[CH:9]=[CH:8][CH:7]=[CH:6][N:5]=1.BrCC1CCCCO1.[O:18]([C:25]1[CH:30]=[CH:29][C:28]([C:31]2[CH:39]=[CH:38][CH:37]=[C:36]3[C:32]=2[C:33]2([C:52]4[C:43](=[CH:44][C:45]5[O:50][CH2:49][CH2:48][O:47][C:46]=5[CH:51]=4)[O:42][CH2:41]2)[C:34](=[O:40])[NH:35]3)=[CH:27][CH:26]=1)[C:19]1[CH:24]=[CH:23][CH:22]=[CH:21][CH:20]=1>>[O:18]([C:25]1[CH:30]=[CH:29][C:28]([C:31]2[CH:39]=[CH:38][CH:37]=[C:36]3[C:32]=2[C:33]2([C:52]4[C:43](=[CH:44][C:45]5[O:50][CH2:49][CH2:48][O:47][C:46]=5[CH:51]=4)[O:42][CH2:41]2)[C:34](=[O:40])[N:35]3[CH2:3][C:4]2[CH:9]=[CH:8][CH:7]=[CH:6][N:5]=2)=[CH:27][CH:26]=1)[C:19]1[CH:24]=[CH:23][CH:22]=[CH:21][CH:20]=1 |f:0.1|. Procedure details: Following the procedure as described in EXAMPLE 4 and making non-critical variations using 2-(bromomethyl)pyridine hydrobromide to replace 2-(bromomethyl)tetrahydro-2H-pyran, and 4′-(4-phenoxyphenyl)-2,3-dihydrospiro[furo[2,3-g][1,4]benzodioxine-8,3′-indol]-2′(1′H)-one to replace 5,6-dihydrospiro[benzo[1,2-b:5,4-b′]difuran-3,3′-indol]-2″(1′H)-one, 4′-(4-phenoxyphenyl)-1′-(pyridin-2-ylmethyl)-2,3-dihydrospiro[furo[2,3-g][1,4]benzodioxine-8,3′-indol]-2′(1′H)-one was obtained (90%) as a colorless s... The reactants are COC1=CC=C(C=O)C=C1 (4-methoxybenzaldehyde), NC1=NNC=C1 (3-aminopyrazole), FC(C(CC(=O)OCC)=O)(F)F (ethyl trifluoroacetoacetate). Yields the product COC1=CC=C(C=C1)C1C=2C(NC(=C1C(=O)OCC)C(F)(F)F)=NNC2 (Ethyl 4,7-dihydro-4-(4-methoxyphenyl)-6-trifluoromethyl-2H-pyrazolo[3,4-b]pyridine-5-carboxylate). As a reaction SMILES: [CH3:1][O:2][C:3]1[CH:10]=[CH:9][C:6]([CH:7]=O)=[CH:5][CH:4]=1.[NH2:11][C:12]1[CH:16]=[CH:15][NH:14][N:13]=1.[F:17][C:18]([F:28])([F:27])[C:19](=O)[CH2:20][C:21]([O:23][CH2:24][CH3:25])=[O:22]>>[CH3:1][O:2][C:3]1[CH:10]=[CH:9][C:6]([CH:7]2[C:20]([C:21]([O:23][CH2:24][CH3:25])=[O:22])=[C:19]([C:18]([F:17])([F:27])[F:28])[NH:11][C:12]3=[N:13][NH:14][CH:15]=[C:16]23)=[CH:5][CH:4]=1. Reported procedure: The title compound was prepared from 4-methoxybenzaldehyde, 3-aminopyrazole and ethyl trifluoroacetoacetate in the same manner as in Example 1.